Dataset: the Open Reaction Database (ORD), a public repository of structured organic reaction records. Task: describe an organic reaction: reactants, conditions, products, and yield Starting materials: C(C1=CC=CC=C1)(C1=CC=C(C(C2=CC=C(C=C2)C(C2=CC=CC=C2)=NO)=NO)C=C1)=NO (4,4'-Dibenzoylbenzophenone trioxime), [H][H] (hydrogen). The reagents and catalysts are [Ni] (Raney nickel). The solvent is C(C)O (ethyl alcohol), N (ammonia). The product is NC(C1=CC=C(C=C1)C(C1=CC=C(C=C1)C(N)C1=CC=CC=C1)N)C1=CC=CC=C1 (1,1-Bis(alpha-amino-alpha-phenyl-p-tolyl) methylamine). As a reaction SMILES: [C:1](=[N:32]O)([C:8]1[CH:31]=[CH:30][C:11]([C:12](=[N:28]O)[C:13]2[CH:18]=[CH:17][C:16]([C:19](=[N:26]O)[C:20]3[CH:25]=[CH:24][CH:23]=[CH:22][CH:21]=3)=[CH:15][CH:14]=2)=[CH:10][CH:9]=1)[C:2]1[CH:7]=[CH:6][CH:5]=[CH:4][CH:3]=1.[H][H]>C(O)C.N.[Ni]>[NH2:26][CH:19]([C:20]1[CH:25]=[CH:24][CH:23]=[CH:22][CH:21]=1)[C:16]1[CH:15]=[CH:14][C:13]([CH:12]([NH2:28])[C:11]2[CH:30]=[CH:31][C:8]([CH:1]([C:2]3[CH:7]=[CH:6][CH:5]=[CH:4][CH:3]=3)[NH2:32])=[CH:9][CH:10]=2)=[CH:18][CH:17]=1. Procedure details: The trioxime from Step 2 (3 g) is dissolved in ethyl alcohol (250 ml) saturated with ammonia gas and Raney nickel W-6 (2 g) added. The mixture is subjected to 500 psi hydrogen pressure and heated to 90° for 2 hours. The catalyst is removed by filtration and 220 ml ethyl alcohol by distillation. A pale yellow crystalline material is filtered and dried. Yield 2.5 g (92% of theory) mp 182°-5°. Reactants: [Ti] (titanium), S(O)(O)(=O)=O (sulfuric acid). Product: S(=O)(=O)([O-])[O-].[Ti+4].S(=O)(=O)([O-])[O-] (titanium sulfate). Reaction SMILES: [Ti:1].[S:2](=[O:6])(=[O:5])([OH:4])[OH:3]>>[S:2]([O-:6])([O-:5])(=[O:4])=[O:3].[Ti+4:1].[S:2]([O-:6])([O-:5])(=[O:4])=[O:3] |f:2.3.4|. Reported procedure: A titanium-containing ore was dissolved with sulfuric acid to obtain a titanium sulfate solution. The titanium sulfate solution was hydrolyzed to obtain hydrous titanium oxide. Subsequently, 0.50 parts by mass of ammonium phosphate, 0.30 parts by mass of potassium sulfate, and 0.30 parts by mass of aluminum sulfate were added to 100 parts by mass of the hydrous titanium oxide in terms of TiO2. The hydrous titanium oxide was heated in a laboratory rotary muffle furnace until the temperature of th... Reactants: NC(=O)c1cnc(Cl)cn1, [K+], [K+], O=C([O-])[O-], COc1cc(C=O)ccc1O, CN(C)C=O. Product: COc1cc(C=O)ccc1Oc1cnc(C(N)=O)cn1. RXN SMILES: [Cl:1][c:2]1[n:3][cH:4][c:5]([C:8](=[O:9])[NH2:10])[n:6][cH:7]1.[K+:22].[K+:23].[O-:24][C:25]([O-:26])=[O:27].[O:11]=[CH:12][c:13]1[cH:14][c:15]([O:16][CH3:17])[c:18]([OH:19])[cH:20][cH:21]1.[O:28]=[CH:29][N:30]([CH3:31])[CH3:32]>>[c:2]1([O:19][c:18]2[c:15]([O:16][CH3:17])[cH:14][c:13]([CH:12]=[O:11])[cH:21][cH:20]2)[n:3][cH:4][c:5]([C:8](=[O:9])[NH2:10])[n:6][cH:7]1. Reactants: C, CCOC(C)=O, [H][H], O=C1OCCN1CCN1CCN(C2Cc3cc([N+](=O)[O-])ccc3Sc3ccccc32)CC1, [Pd]. The product is Nc1ccc2c(c1)CC(N1CCN(CCN3CCOC3=O)CC1)c1ccccc1S2. As a reaction SMILES: [C:41].[CH3:35][CH2:36][O:37][C:38](=[O:39])[CH3:40].[H:33][H:34].[N+:1]([O-:2])(=[O:3])[c:4]1[cH:5][c:6]2[c:7]([cH:31][cH:32]1)[S:8][c:9]1[c:10]([cH:27][cH:28][cH:29][cH:30]1)[CH:11]([N:13]1[CH2:14][CH2:15][N:16]([CH2:19][CH2:20][N:21]3[C:22](=[O:26])[O:23][CH2:24][CH2:25]3)[CH2:17][CH2:18]1)[CH2:12]2.[Pd:42]>>[NH2:1][c:4]1[cH:5][c:6]2[c:7]([cH:31][cH:32]1)[S:8][c:9]1[c:10]([cH:27][cH:28][cH:29][cH:30]1)[CH:11]([N:13]1[CH2:14][CH2:15][N:16]([CH2:19][CH2:20][N:21]3[C:22](=[O:26])[O:23][CH2:24][CH2:25]3)[CH2:17][CH2:18]1)[CH2:12]2. The reactants are C1(=CC=CC=C1)C1=NC2=CC=CC=C2C(=C1)C(=O)NC(=N)N (2-Phenylquinoline-4-carbonylguanidine), C(C)OCC (ethyl ether), Cl (hydrochloric acid). Solvent: C(C)O (ethanol), C(C)O (ethanol). Yields the product Cl.C1(=CC=CC=C1)C1=NC2=CC=CC=C2C(=C1)C(=O)NC(=N)N (2-phenylquinoline-4-carbonylguanidine Hydrochloride). RXN SMILES: [C:1]1([C:7]2[CH:16]=[C:15]([C:17]([NH:19][C:20]([NH2:22])=[NH:21])=[O:18])[C:14]3[C:9](=[CH:10][CH:11]=[CH:12][CH:13]=3)[N:8]=2)[CH:6]=[CH:5][CH:4]=[CH:3][CH:2]=1.[ClH:23].C(OCC)C>C(O)C>[ClH:23].[C:1]1([C:7]2[CH:16]=[C:15]([C:17]([NH:19][C:20]([NH2:22])=[NH:21])=[O:18])[C:14]3[C:9](=[CH:10][CH:11]=[CH:12][CH:13]=3)[N:8]=2)[CH:2]=[CH:3][CH:4]=[CH:5][CH:6]=1 |f:4.5|. Procedure: 2-Phenylquinoline-4-carbonylguanidine (1.08 g) formed in Example 1 was suspended in 10 ml of ethanol, and 6 ml (1N) of an ethanol solution of hydrochloric acid were added thereto dropwise at room temperature. Thirty minutes later, ethyl ether was added to the reaction solution, and the crystals were collected by filtration, and dried to obtain 1.12 g of the above-mentioned compound. m.p. 278°-279° C. (decomp.) Starting materials: C(C)OCC (diethyl ether), C(=S)=S (carbon disulphide), NC1=NC(=CC=C1)CCC (2-amino-6-propylpyridine). The solvent is C(C)#N (acetonitrile), C(C)N(CC)CC (triethylamine). Reaction conditions: temperature 20 celsius, time 20 hour. Yields the product C(CC)C1=CC=CC(=N1)NC([S-])=S.C(C)[NH+](CC)CC (Triethylammonium 6-propylpyrid-2-yldithiocarbamate). As a reaction SMILES: [C:1](=[S:3])=[S:2].[NH2:4][C:5]1[CH:10]=[CH:9][CH:8]=[C:7]([CH2:11][CH2:12][CH3:13])[N:6]=1.[CH2:14](OCC)[CH3:15]>C(#N)C.C(N(CC)CC)C>[CH2:11]([C:7]1[N:6]=[C:5]([NH:4][C:1](=[S:3])[S-:2])[CH:10]=[CH:9][CH:8]=1)[CH2:12][CH3:13].[CH2:14]([NH+:6]([CH2:5][CH3:10])[CH2:7][CH3:11])[CH3:15] |f:5.6|. Reported procedure: A solution of carbon disulphide (20 cc) in anhydrous acetonitrile (23 cc) is added, at 20° C., to a solution of 2-amino-6-propylpyridine (34.0 g) in anhydrous triethylamine (69 cc). After stirring of the mixture for 20 hours at 20° C., anhydrous diethyl ether (800 cc) is added. After cooling for 1 hour at 2° C., the resulting crystals are filtered off, washed three times with anhydrous diethyl ether (total 300 cc) and dried under reduced pressure (20 mm Hg) at 20° C. Triethylammonium 6-propylpyr... Reactants: P(=O)(Cl)(Cl)Cl (Phosphoryl chloride), CN(C)C=O (DMF), ClC1=CN=CC(=N1)N(C)CC1CC1 (6-chloro-N-(cyclopropylmethyl)-N-methylpyrazin-2-amine), CN(C)C=O (DMF), O (water). Reaction conditions: time 15 minute. Yields the product ClC=1C(=NC=C(N1)N(C)CC1CC1)C=O (3-chloro-5-[(cyclopropylmethyl)(methyl)amino]pyrazine-2-carbaldehyde). Yield: 71.0%. Reaction SMILES: P(Cl)(Cl)(Cl)=O.[Cl:6][C:7]1[N:12]=[C:11]([N:13]([CH2:15][CH:16]2[CH2:18][CH2:17]2)[CH3:14])[CH:10]=[N:9][CH:8]=1.O.CN([CH:23]=[O:24])C>>[Cl:6][C:7]1[C:8]([CH:23]=[O:24])=[N:9][CH:10]=[C:11]([N:13]([CH2:15][CH:16]2[CH2:18][CH2:17]2)[CH3:14])[N:12]=1. Procedure: Phosphoryl chloride (0.43 mL) was added dropwise to DMF (1 mL) at 0° C. The mixture was stirred for 15 min, and a solution of 6-chloro-N-(cyclopropylmethyl)-N-methylpyrazin-2-amine (0.46 g) in DMF (1 mL) was added dropwise thereto. The mixture was stirred at 50° C. for 16 hr, water (5 mL) was added at 0° C., and the mixture was stirred at room temperature for 1.5 hr. The mixture was extracted with ethyl acetate. The aqueous layer was extracted again with ethyl acetate. The combined organic layer... Starting materials: C1(CCCCC1)CCO (Cyclohexylethyl alcohol), C1(\C=C/C(=O)O1)=O (maleic anhydride), C1(=CC=C(C=C1)S(=O)(=O)O)C (p-toluenesulfonic acid), C1(=CC=CC=C1)C (toluene). Run in O (water). Product: C(\C=C/C(=O)OCCC1CCCCC1)(=O)OCCC1CCCCC1 (Di(cyclohexylethyl) maleate). Reaction SMILES: [CH:1]1([CH2:7][CH2:8][OH:9])[CH2:6][CH2:5][CH2:4][CH2:3][CH2:2]1.[C:10]1(=[O:16])[O:15][C:13](=[O:14])[CH:12]=[CH:11]1.[C:17]1([CH3:27])[CH:22]=[CH:21][C:20](S(O)(=O)=O)=[CH:19][CH:18]=1.[C:28]1(C)C=CC=CC=1>O>[C:13]([O:15][CH2:28][CH2:27][CH:17]1[CH2:22][CH2:21][CH2:20][CH2:19][CH2:18]1)(=[O:14])/[CH:12]=[CH:11]\[C:10]([O:9][CH2:8][CH2:7][CH:1]1[CH2:6][CH2:5][CH2:4][CH2:3][CH2:2]1)=[O:16]. Procedure details: Cyclohexylethyl alcohol in the amount of 17.15 g (0.134 mol), maleic anhydride in the amount of 4.42 g (0.045 mol) and p-toluenesulfonic acid in the amount of 0.09 g (0.40 mmol) were combined with 80 mL of toluene in a flask fitted with a condenser, argon inlet and Dean-Stark trap. The mixture was heated to reflux for 18 h at which time the theoretical amount of water was collected. The product mixture was poured into separatory funnel and washed with saturated NaHCO3 solution (3×80 mL), brine (...